This data is from the Open Reaction Database (ORD), a public repository of structured organic reaction records. The task is: describe an organic reaction: reactants, conditions, products, and yield Starting materials: O.OC1=CC=CC=2NN=NC21 (hydroxybenzotriazole hydrate), C1(=CC=CC=C1)C(C(=O)O)C1=CC=CC=C1 (diphenylacetic acid), COC(=O)C1CC2=C(CN1)N=CN2CC2=CC(=C(C=C2)[N+](=O)[O-])C (methyl-1-(3-methyl-4-nitrophenyl)methyl-4,5,6,7-tetrahydro-1H-imidazo[4,5-c]pyridine-6-carboxylate). Solvent: C(C)#N (acetonitrile), C(C)#N (acetonitrile). Run at temperature 2 celsius, time 15 minute. The product is COC(=O)C1CC2=C(CN1C(C(C1=CC=CC=C1)C1=CC=CC=C1)=O)N=CN2CC2=CC(=C(C=C2)[N+](=O)[O-])C (Methyl-1-(3-methyl-4-nitrophenyl)methyl-5-diphenylacetyl-4,5,6,7-tetrahydro-1H-imidazo[4,5-c]-pyridine-6-carboxylate). As a reaction SMILES: O.OC1C2N=NNC=2C=CC=1.[C:12]1([CH:18]([C:22]2[CH:27]=[CH:26][CH:25]=[CH:24][CH:23]=2)[C:19]([OH:21])=O)[CH:17]=[CH:16][CH:15]=[CH:14][CH:13]=1.[CH3:28][O:29][C:30]([CH:32]1[NH:37][CH2:36][C:35]2[N:38]=[CH:39][N:40]([CH2:41][C:42]3[CH:47]=[CH:46][C:45]([N+:48]([O-:50])=[O:49])=[C:44]([CH3:51])[CH:43]=3)[C:34]=2[CH2:33]1)=[O:31]>C(#N)C>[CH3:28][O:29][C:30]([CH:32]1[N:37]([C:19](=[O:21])[CH:18]([C:12]2[CH:13]=[CH:14][CH:15]=[CH:16][CH:17]=2)[C:22]2[CH:27]=[CH:26][CH:25]=[CH:24][CH:23]=2)[CH2:36][C:35]2[N:38]=[CH:39][N:40]([CH2:41][C:42]3[CH:47]=[CH:46][C:45]([N+:48]([O-:50])=[O:49])=[C:44]([CH3:51])[CH:43]=3)[C:34]=2[CH2:33]1)=[O:31] |f:0.1|. Procedure: A mixture of 16.7 g dicyclohexycarbodiimide, 10.9 g hydroxybenzotriazole hydrate, 17.2 g diphenylacetic acid and 150 mL acetonitrile is stirred at 2° C. for 15 min then treated with a solution of 25.4 g methyl-1-(3-methyl-4-nitrophenyl)methyl-4,5,6,7-tetrahydro-1H-imidazo[4,5-c]pyridine-6-carboxylate in 125 mL acetonitrile. The resulting suspension is stirred 48 hr at 25° C., filtered and the filtrate is evaporated, dissolved in dichloromethane, washed with 10% Na2CO3, dried and evaporated. Chro... Starting materials: C(C)(=O)OC=1C=C(C(=O)N2C(N(CC2)C(=O)N)=O)C=CC1OC(C)=O (3-[3,4-bis(acetyloxy)benzoyl]-2-oxo-1-imidazolidinecarboxamide), N (ammonia). Solvent: C(C)O.O (ethanol water). Reaction conditions: time 10 minute. Product: OC=1C=C(C(=O)N2C(N(CC2)C(=O)N)=O)C=CC1O (3-(3,4-dihydroxybenzoyl)-2-oxo-1-imidazolidinecarboxamide). Reaction SMILES: C([O:4][C:5]1[CH:6]=[C:7]([CH:19]=[CH:20][C:21]=1[O:22]C(=O)C)[C:8]([N:10]1[CH2:14][CH2:13][N:12]([C:15]([NH2:17])=[O:16])[C:11]1=[O:18])=[O:9])(=O)C.N>C(O)C.O>[OH:4][C:5]1[CH:6]=[C:7]([CH:19]=[CH:20][C:21]=1[OH:22])[C:8]([N:10]1[CH2:14][CH2:13][N:12]([C:15]([NH2:17])=[O:16])[C:11]1=[O:18])=[O:9] |f:2.3|. Reported procedure: To a suspension of 6.2 g (0.017 mol) of 3-[3,4-bis(acetyloxy)benzoyl]-2-oxo-1-imidazolidinecarboxamide in 50 ml of a 1:1 mixture of ethanol/water was added dropwise 2.1 ml of ammonia. After stirring for 10 minutes, a clear solution formed from which 3-(3,4-dihydroxybenzoyl)-2-oxo-1-imidazolidinecarboxamide began to crystallize after 15 minutes, yielding 3.8 g. The reactants are ClC1=CC=C(COC=2C=C(CNCC3CC3)C=CC2)C=C1 (3-(4-chlorobenzyloxy)-N-cyclopropylmethylbenzylamine), Cl (hydrochloric acid), C(=O)O (formic acid). The solvent is C=O (formaldehyde). Product: ClC1=CC=C(COC=2C=C(CN(C)CC3CC3)C=CC2)C=C1 (3-(4-chlorobenzyloxy)-N-cyclopropylmethyl-N-methylbenzylamine). Reaction SMILES: [Cl:1][C:2]1[CH:21]=[CH:20][C:5]([CH2:6][O:7][C:8]2[CH:9]=[C:10]([CH:17]=[CH:18][CH:19]=2)[CH2:11][NH:12][CH2:13][CH:14]2[CH2:16][CH2:15]2)=[CH:4][CH:3]=1.Cl.[CH:23](O)=O>C=O>[Cl:1][C:2]1[CH:21]=[CH:20][C:5]([CH2:6][O:7][C:8]2[CH:9]=[C:10]([CH:17]=[CH:18][CH:19]=2)[CH2:11][N:12]([CH2:13][CH:14]2[CH2:16][CH2:15]2)[CH3:23])=[CH:4][CH:3]=1. Procedure: In a mixture of 150 ml of formic acid and 150 ml of 37% formaldehyde was dissolved 80 g of 3-(4-chlorobenzyloxy)-N-cyclopropylmethylbenzylamine. The solution was refluxed with heating, for 3 hours. The reaction mixture was cooled to room temperature, and 150 ml of concentrated hydrochloric acid was added thereto. The mixture was subjected to vacuum distillation to remove the solvent. The resulting residue was treated with chloroform-aqueous sodium hydroxide solution. The resulting chloroform lay... Reactants: O=C([O-])O, CCCCCCCC(=O)Cl, CC#N, NNC(=O)N1Cc2ccccc2Oc2ccc(Cl)cc21, [Na+]. Product: CCCCCCCC(=O)NNC(=O)N1Cc2ccccc2Oc2ccc(Cl)cc21. Reaction SMILES: [C:21](=[O:22])([OH:23])[O-:24].[C:26]([CH2:27][CH2:28][CH2:29][CH2:30][CH2:31][CH2:32][CH3:33])(=[O:34])[Cl:35].[CH3:36][C:37]#[N:38].[Cl:1][c:2]1[cH:3][c:4]2[c:5]([cH:19][cH:20]1)[O:6][c:7]1[c:8]([cH:15][cH:16][cH:17][cH:18]1)[CH2:9][N:10]2[C:11](=[O:12])[NH:13][NH2:14].[Na+:25]>>[Cl:1][c:2]1[cH:3][c:4]2[c:5]([cH:19][cH:20]1)[O:6][c:7]1[c:8]([cH:15][cH:16][cH:17][cH:18]1)[CH2:9][N:10]2[C:11](=[O:12])[NH:13][NH:14][C:26]([CH2:27][CH2:28][CH2:29][CH2:30][CH2:31][CH2:32][CH3:33])=[O:34]. Starting materials: C(C)C1=CC=C(C=C1)N1CC(CC1=O)C(=O)O (1-(4-Ethylphenyl)-5-oxo-3-pyrrolidinecarboxylic acid), S(=O)(Cl)Cl (thionyl chloride). Run in C(Cl)(Cl)(Cl)Cl (carbon tetrachloride). Yields the product C(C)C1=CC=C(C=C1)N1C(CC(C1)CO)=O (1-(4-Ethylphenyl)-4-hydroxymethyl-2-pyrrolidone). The yield is 81.1%. As a reaction SMILES: [CH2:1]([C:3]1[CH:8]=[CH:7][C:6]([N:9]2[C:13](=[O:14])[CH2:12][CH:11]([C:15](O)=[O:16])[CH2:10]2)=[CH:5][CH:4]=1)[CH3:2].S(Cl)(Cl)=O>C(Cl)(Cl)(Cl)Cl>[CH2:1]([C:3]1[CH:8]=[CH:7][C:6]([N:9]2[CH2:10][CH:11]([CH2:15][OH:16])[CH2:12][C:13]2=[O:14])=[CH:5][CH:4]=1)[CH3:2]. Procedure details: 1-(4-Ethylphenyl)-5-oxo-3-pyrrolidinecarboxylic acid (5.00 g) is suspended in carbon tetrachloride (15 ml) and thereto is added thionyl chloride (2.32 ml). The reaction mixture is heated with stirring under refluxing for 1 hour and concentrated under reduced pressure. The residue is dissolved in tetrahydrofuran (25 ml) and thereto is added dropwise a solution of sodium boron hydride (1.61 g) in dimethylformamide (about 16 ml) under ice-cooling. The mixture is further stirred for 1 hour. Methanol... The reactants are [Br-], Fc1ccc([Mg+])cc1, C1CCOC1, O=Cc1cccnc1. Product: OC(c1ccc(F)cc1)c1cccnc1. As a reaction SMILES: [Br-:9].[F:10][c:11]1[cH:12][cH:13][c:14]([Mg+:17])[cH:15][cH:16]1.[O:18]1[CH2:19][CH2:20][CH2:21][CH2:22]1.[n:1]1[cH:2][c:3]([CH:7]=[O:8])[cH:4][cH:5][cH:6]1>>[n:1]1[cH:2][c:3]([CH:7]([OH:8])[c:14]2[cH:13][cH:12][c:11]([F:10])[cH:16][cH:15]2)[cH:4][cH:5][cH:6]1.